Dataset: the Open Reaction Database (ORD), a public repository of structured organic reaction records. Task: describe an organic reaction: reactants, conditions, products, and yield Reactants: COC(=O)c1ccc(Cl)c(CBr)c1, C1CCOC1, C1CCOC1, C[Si](C)(C)[N-][Si](C)(C)C, CCc1ccccc1, [Cl-], O=C(Nc1cc[nH]n1)c1c(F)cccc1F, [Li+], [NH4+]. Yields the product COC(=O)c1ccc(Cl)c(Cn2ccc(NC(=O)c3c(F)cccc3F)n2)c1. Reaction SMILES: [Br:27][CH2:28][c:29]1[cH:30][c:31]([C:32](=[O:33])[O:34][CH3:35])[cH:36][cH:37][c:38]1[Cl:39].[CH2:42]1[O:43][CH2:44][CH2:45][CH2:46]1.[CH2:55]1[O:56][CH2:57][CH2:58][CH2:59]1.[CH3:2][Si:3]([N-:4][Si:5]([CH3:6])([CH3:7])[CH3:8])([CH3:9])[CH3:10].[CH3:47][CH2:48][c:49]1[cH:50][cH:51][cH:52][cH:53][cH:54]1.[Cl-:40].[F:11][c:12]1[c:13]([C:14](=[O:15])[NH:16][c:17]2[n:18][nH:19][cH:20][cH:21]2)[c:22]([F:26])[cH:23][cH:24][cH:25]1.[Li+:1].[NH4+:41]>>[F:11][c:12]1[c:13]([C:14](=[O:15])[NH:16][c:17]2[n:18][n:19]([CH2:28][c:29]3[cH:30][c:31]([C:32](=[O:33])[O:34][CH3:35])[cH:36][cH:37][c:38]3[Cl:39])[cH:20][cH:21]2)[c:22]([F:26])[cH:23][cH:24][cH:25]1. Starting materials: ClC1=C(C=C(C=C1)C#CCO)C (3-(4-chloro-3-methylphenyl)-2-propyne-1-ol). The reagents and catalysts are C1=CC=C(C=C1)P(C2=CC=CC=C2)C3=CC=CC=C3.C1=CC=C(C=C1)P(C2=CC=CC=C2)C3=CC=CC=C3.C1=CC=C(C=C1)P(C2=CC=CC=C2)C3=CC=CC=C3.[Cl-].[Rh] (chlorotris(triphenylphosphine)rhodium(I)). The solvent is C1(=CC=CC=C1)C (toluene). Run at temperature 65 celsius, time 11 hour. Product: ClC1=C(C=C(C=C1)CCCO)C (3-(4-chloro-3-methylphenyl)-1-propanol). Yield: 79.1%. As a reaction SMILES: [Cl:1][C:2]1[CH:7]=[CH:6][C:5]([C:8]#[C:9][CH2:10][OH:11])=[CH:4][C:3]=1[CH3:12]>C1(C)C=CC=CC=1.C1C=CC(P(C2C=CC=CC=2)C2C=CC=CC=2)=CC=1.C1C=CC(P(C2C=CC=CC=2)C2C=CC=CC=2)=CC=1.C1C=CC(P(C2C=CC=CC=2)C2C=CC=CC=2)=CC=1.[Cl-].[Rh]>[Cl:1][C:2]1[CH:7]=[CH:6][C:5]([CH2:8][CH2:9][CH2:10][OH:11])=[CH:4][C:3]=1[CH3:12] |f:2.3.4.5.6|. Reported procedure: A suspension of Compound 67-1 (3.08 g) and chlorotris(triphenylphosphine)rhodium(I) (3.00 g) in toluene (70 ml) was stirred under a hydrogen atmosphere at 65° C. for 11 hr. The reaction mixture was concentrated, diisopropyl ether was added and the mixture was filtered through celite. The filtrate was concentrated and the obtained residue was purified by silica gel column chromatography (hexane:ethyl acetate=99:1-75:25) to give the object product (2.49 g) as a brown oil.